Dataset: the Open Reaction Database (ORD), a public repository of structured organic reaction records. Task: describe an organic reaction: reactants, conditions, products, and yield Reactants: C(CCCCC)[Li] (n-hexyllithium), [I-].C[S+](=O)(C)C (trimethylsulfoxonium iodide), COC=1C=C2C=CC(N(C2=CC1)C)=O (6-Methoxy-1-methyl-1H-quinolin-2-one). Solvent: CCCCCCC (heptane), C1CCOC1 (THF). Conditions: temperature 0 celsius, time 30 minute. Product: COC1=CC=C2N(C(C3C(C2=C1)C3)=O)C (6-Methoxy-3-methyl-1,1a,3,7b-tetrahydro-3-aza-cyclopropa[a]naphthalen-2-one). Yield: 107.8%. RXN SMILES: [I-].C[S+](C)(C)=O.[CH2:7]([Li])CCCCC.[CH3:14][O:15][C:16]1[CH:17]=[C:18]2[C:23](=[CH:24][CH:25]=1)[N:22]([CH3:26])[C:21](=[O:27])[CH:20]=[CH:19]2>C1COCC1.CCCCCCC>[CH3:14][O:15][C:16]1[CH:17]=[C:18]2[C:23]([N:22]([CH3:26])[C:21](=[O:27])[CH:20]3[CH2:7][CH:19]32)=[CH:24][CH:25]=1 |f:0.1|. Procedure: A suspension of 3.35 gm (15.1 mmol) trimethylsulfoxonium iodide in 10 ml of THF at 0° C. under nitrogen was treated portionwise with 5.8 ml (14.6 mmol) of 2.5 M n-hexyllithium in heptane over 30 minutes. The mixture was stirred for 30 minutes at 0° C. and then treated with 1.0 gm (5.02 mmol) 6-Methoxy-1-methyl-1H-quinolin-2-one followed by heating under reflux for 1.5 hours. The reaction mixture was allowed to cool to ambient temperature before quenching with 35 ml of water followed by extractio... The reactants are C1CCOC1, O=C(Cl)C1CCCC1, Cl, C1COCCO1, C[Si](C)(C)C=[N+]=[N-]. The product is O=C(CCl)C1CCCC1. As a reaction SMILES: [CH2:23]1[O:24][CH2:25][CH2:26][CH2:27]1.[CH:1]1([C:6](=[O:7])[Cl:8])[CH2:2][CH2:3][CH2:4][CH2:5]1.[ClH:16].[O:17]1[CH2:18][CH2:19][O:20][CH2:21][CH2:22]1.[Si:9]([CH3:10])([CH:11]=[N+:12]=[N-:13])([CH3:14])[CH3:15]>>[CH:1]1([C:6](=[O:7])[CH2:10][Cl:16])[CH2:2][CH2:3][CH2:4][CH2:5]1. Reactants: CCO, O=C(NCc1cccc([N+](=O)[O-])c1)NC1CCCCC1, CN(C)C=O. Product: Nc1cccc(CNC(=O)NC2CCCCC2)c1. As a reaction SMILES: [CH3:26][CH2:27][OH:28].[CH:1]1([NH:7][C:8](=[O:9])[NH:10][CH2:11][c:12]2[cH:13][c:14]([N+:18]([O-:19])=[O:20])[cH:15][cH:16][cH:17]2)[CH2:2][CH2:3][CH2:4][CH2:5][CH2:6]1.[O:21]=[CH:22][N:23]([CH3:24])[CH3:25]>>[CH:1]1([NH:7][C:8](=[O:9])[NH:10][CH2:11][c:12]2[cH:13][c:14]([NH2:18])[cH:15][cH:16][cH:17]2)[CH2:2][CH2:3][CH2:4][CH2:5][CH2:6]1. The reactants are stannous chloride, C(C)(C)O (isopropanol), N1(CCCCC1)CCCNC1=C(C=CC=C1)[N+](=O)[O-] (2-[3-(1-piperidinyl)propylamino]nitrobenzene), N-substituted o-phenylenediamine, 4-methylpiperazino. Solvent: Cl (hydrochloric acid). The product is N1(CCCCC1)CCCNC1=C(C=CC=C1)N (N-[3-(1-piperidinyl)propyl]-o-phenylenediamine), hydrochloride salt. As a reaction SMILES: [N:1]1([CH2:7][CH2:8][CH2:9][NH:10][C:11]2[CH:16]=[CH:15][CH:14]=[CH:13][C:12]=2[N+:17]([O-])=O)[CH2:6][CH2:5][CH2:4][CH2:3][CH2:2]1.C(O)(C)C>Cl>[N:1]1([CH2:7][CH2:8][CH2:9][NH:10][C:11]2[CH:16]=[CH:15][CH:14]=[CH:13][C:12]=2[NH2:17])[CH2:2][CH2:3][CH2:4][CH2:5][CH2:6]1. Procedure details: The balance of the 2-[3-(1-piperidinyl)propylamino]nitrobenzene was reduced to the corresponding N-substituted o-phenylenediamine by means of stannous chloride in concentrated hydrochloric acid as described in Example 1 for the corresponding 4-methylpiperazino compound. The product, N-[3-(1-piperidinyl)propyl]-o-phenylenediamine, was isolated as the hydrochloride salt by crystallization frm isopropanol, m.p. 208°-210° C. Starting materials: C(CCCCC)C1=CC(=C(C=C1)OC1=CC=CC=C1)OC (4-hexyl-2-methoxy-1-phenoxybenzene), C(CCCCC)[Mg]Cl (hexyl magnesium chloride), C(CCCCCCC)[Mg]Cl (octyl magnesium chloride). The product is COC1=C(C=CC(=C1)CCCCCCCC)OC1=CC=CC=C1 (2-methoxy-4-octyl-1-phenoxybenzene). RXN SMILES: [CH2:1]([C:7]1[CH:12]=[CH:11][C:10]([O:13][C:14]2[CH:19]=[CH:18][CH:17]=[CH:16][CH:15]=2)=[C:9]([O:20][CH3:21])[CH:8]=1)[CH2:2][CH2:3][CH2:4][CH2:5][CH3:6].[CH2:22]([Mg]Cl)[CH2:23]CCCC.C([Mg]Cl)CCCCCCC>>[CH3:21][O:20][C:9]1[CH:8]=[C:7]([CH2:1][CH2:2][CH2:3][CH2:4][CH2:5][CH2:6][CH2:22][CH3:23])[CH:12]=[CH:11][C:10]=1[O:13][C:14]1[CH:19]=[CH:18][CH:17]=[CH:16][CH:15]=1. Reported procedure: The procedure as described above for synthesis of (4a) was used, except that hexyl magnesium chloride was replaced with octyl magnesium chloride. 1H NMR (300 MHz) (CDCl3): δ 7.36-6.90 (m, 8H), 3.90 (s, 3H), 2.69-2.65 (t, 2H), 1.72-1.68 (m, 2H), 1.42-1.36 (m, 10H), 1.00-0.94 (t, 3H).